From a dataset of the Open Reaction Database (ORD), a public repository of structured organic reaction records. describe an organic reaction: reactants, conditions, products, and yield Starting materials: ClC=1C=C(C=CC1)C(C(=O)N1[C@H](C(=O)OC(C)(C)C)CCC1)(C=1C=NC=CC1)O (tert-butyl 1-[(3-chlorophenyl)(hydroxy)pyridin-3-ylacetyl]-L-prolinate), FC(C(=O)O)(F)F (trifluoroacetic acid). Solvent: ClCCl (dichloromethane). Yields the product ClC=1C=C(C=CC1)C(C(=O)N1[C@H](C(=O)O)CCC1)(C=1C=NC=CC1)O (1-[(3-chlorophenyl)(hydroxy)pyridin-3-ylacetyl]-L-proline). Yield: 52.8%. Reaction SMILES: [Cl:1][C:2]1[CH:3]=[C:4]([C:8]([OH:29])([C:23]2[CH:24]=[N:25][CH:26]=[CH:27][CH:28]=2)[C:9]([N:11]2[CH2:22][CH2:21][CH2:20][C@H:12]2[C:13]([O:15]C(C)(C)C)=[O:14])=[O:10])[CH:5]=[CH:6][CH:7]=1.FC(F)(F)C(O)=O>ClCCl>[Cl:1][C:2]1[CH:3]=[C:4]([C:8]([OH:29])([C:23]2[CH:24]=[N:25][CH:26]=[CH:27][CH:28]=2)[C:9]([N:11]2[CH2:22][CH2:21][CH2:20][C@H:12]2[C:13]([OH:15])=[O:14])=[O:10])[CH:5]=[CH:6][CH:7]=1. Procedure: The nonpolar isomer tert-butyl 1-[(3-chlorophenyl)(hydroxy)pyridin-3-ylacetyl]-L-prolinate (0.087 g, 0.21 mmol) was dissolved in dichloromethane (4 mL) and trifluoroacetic acid (1 mL) and stirred at room temperature for 4 hours. Then the mixture was evaporated in vacuo and vacuum dried to yield the nonpolar isomer of 1-[(3-chlorophenyl)(hydroxy)pyridin-3-ylacetyl]-L-proline (0.04 g, HPLC RT=2.51 min, Method A; LCMS m/z=361). Reactants: COC1=CC=C(C(C2=CC=C(C=C2)OC)(C2=CC=CC=C2)OC[C@@H]2[C@H](C[C@@H](O2)N2C(=O)NC(=O)C(C)=C2)O)C=C1 (5'-O-(4,4'-dimethoxytrityl)-thymidine), [Si](C)(C)(C(C)(C)C)O[C@H]1C[C@@H](O[C@@H]1CO)N1C=NC=2C(=O)NC(NC(C(C)C)=O)=NC12 (3'-O-t-butyldimethylsilyl-N2 -isobutyryl-2'-deoxyguanosine). Product: [Si](C)(C)(C(C)(C)C)O[C@H]1C[C@@H](O[C@@H]1CO)N1C(=O)NC(=O)C(C)=C1 (3'-O-t-Butyldimethylsilylthymidine). RXN SMILES: COC1C=CC(C([O:22][CH2:23][C@H:24]2[O:28][C@@H:27]([N:29]3[CH:37]=[C:35]([CH3:36])[C:33](=[O:34])[NH:32][C:30]3=[O:31])[CH2:26][C@@H:25]2[OH:38])(C2C=CC=CC=2)C2C=CC(OC)=CC=2)=CC=1.[Si:41](O[C@@H]1[C@@H](CO)O[C@@H](N2C3N=C(NC(=O)C(C)C)NC(=O)C=3N=C2)C1)([C:44]([CH3:47])([CH3:46])[CH3:45])([CH3:43])[CH3:42]>>[Si:41]([O:38][C@@H:25]1[C@@H:24]([CH2:23][OH:22])[O:28][C@@H:27]([N:29]2[CH:37]=[C:35]([CH3:36])[C:33](=[O:34])[NH:32][C:30]2=[O:31])[CH2:26]1)([C:44]([CH3:47])([CH3:46])[CH3:45])([CH3:43])[CH3:42]. Reported procedure: This compound was prepared from 5'-O-(4,4'-dimethoxytrityl)-thymidine by the same procedure used for the preparation of 3'-O-t-butyldimethylsilyl-N2 -isobutyryl-2'-deoxyguanosine. Reactants: C1(CCC(CC1)C(=O)OC)C(=O)OC (dimethyl 1,4-cyclohexanedicarboxylate), C(C1=CC=C(C(=O)OC)C=C1)(=O)OC (dimethyl terephthalate), C(CO)O (ethylene glycol), O=[Sb]O[Sb]=O (antimony trioxide). The reagents and catalysts are O.O.C(C)(=O)[O-].C(C)(=O)[O-].[Zn+2] (zinc diacetate dihydrate). The solvent is CO (methanol), O (water). Run at temperature 240 celsius, time 3 hour. The product is C12CCC(CC1)C(=O)OCCOC2=O.C(C1=CC=C(C(=O)[O-])C=C1)(=O)[O-] (ethylene 1,4-cyclohexanedicarboxylate terephthalate). As a reaction SMILES: [CH:1]1([C:11]([O:13][CH3:14])=[O:12])[CH2:6][CH2:5][CH:4]([C:7]([O:9][CH3:10])=[O:8])[CH2:3][CH2:2]1.[C:15]([O:27]C)(=[O:26])[C:16]1[CH:25]=[CH:24][C:19]([C:20]([O:22]C)=[O:21])=[CH:18][CH:17]=1.C(O)CO.O=[Sb]O[Sb]=O>O.O.C([O-])(=O)C.C([O-])(=O)C.[Zn+2].O.CO>[CH:4]12[C:7](=[O:8])[O:9][CH2:10][CH2:14][O:13][C:11](=[O:12])[CH:1]([CH2:2][CH2:3]1)[CH2:6][CH2:5]2.[C:15]([O-:27])(=[O:26])[C:16]1[CH:25]=[CH:24][C:19]([C:20]([O-:22])=[O:21])=[CH:18][CH:17]=1 |f:4.5.6.7.8,11.12|. Procedure details: A mixture of dimethyl 1,4-cyclohexanedicarboxylate (88.1 g, 0.40 mole), dimethyl terephthalate (194.0 g, 1.0 mole), and ethylene glycol (147.7 g, 1.7 mole) in the presence of zinc diacetate dihydrate (0.0629 g) and antimony trioxide (0.158 g) was heated at 200° C. under a slow stream of nitrogen overnight until the evolution of methanol ceased. The temperature was increased to 240° C., and the mixture was stirred under reduced pressure (0.025 mm Hg) for 3 hours until the stirring was difficult. ... The reactants are CC(Cc1c[nH]c2c(OC(C)C(=O)N3CCOCC3)cccc12)NC(=O)OC(C)(C)C, CC#N, O=C(O)C(=O)O. Yields the product CC(N)Cc1c[nH]c2c(OC(C)C(=O)N3CCOCC3)cccc12. RXN SMILES: [CH3:1][CH:2]([CH2:3][c:4]1[cH:5][nH:6][c:7]2[c:8]([O:13][CH:14]([C:15](=[O:16])[N:17]3[CH2:18][CH2:19][O:20][CH2:21][CH2:22]3)[CH3:23])[cH:9][cH:10][cH:11][c:12]12)[NH:24][C:25](=[O:26])[O:27][C:28]([CH3:29])([CH3:30])[CH3:31].[CH3:38][C:39]#[N:40].[OH:32][C:33]([C:34](=[O:35])[OH:36])=[O:37]>>[CH3:1][CH:2]([CH2:3][c:4]1[cH:5][nH:6][c:7]2[c:8]([O:13][CH:14]([C:15](=[O:16])[N:17]3[CH2:18][CH2:19][O:20][CH2:21][CH2:22]3)[CH3:23])[cH:9][cH:10][cH:11][c:12]12)[NH2:24]. Starting materials: COC(C1=CC=C(C=C1)C1=NC2=C(N(C=3C1=CC=1C(CCC(C1C3)(C)C)(C)C)C)C=CC(=C2)B2OC(C(O2)(C)C)(C)C)=O (4-[5,7,7,10,10-pentamethyl-2-(4,4,5,5-tetramethyl-[1,3,2]dioxa-borolan-2-yl)-7,8,9,10-tetrahydro-5H-5,13diazabenzo[4,5]cyclohepta[1,2-b]naphthalen-12-yl]benzoic acid methyl ester), [OH-].[Na+] (NaOH), C1CCOC1.CO (THF MeOH), Cl (HCl). Reaction conditions: time 12 hour. The product is C(C)(=O)C1=CC2=C(N(C=3C(=CC=4C(CCC(C4C3)(C)C)(C)C)C(=N2)C2=CC=C(C(=O)O)C=C2)C)C=C1 (4-(2-Acetyl-5,7,7,10,10-pentamethyl-7,8,9,10-tetrahydro-5H-5,13-diazabenzo[4,5-]cyclohepta[1,2-b]naphthalen-12-yl)benzoic acid). As a reaction SMILES: C[O:2][C:3](=[O:43])[C:4]1[CH:9]=[CH:8][C:7]([C:10]2[C:16]3=[CH:17][C:18]4[C:19]([CH3:28])([CH3:27])[CH2:20][CH2:21][C:22]([CH3:26])([CH3:25])[C:23]=4[CH:24]=[C:15]3[N:14]([CH3:29])[C:13]3[CH:30]=[CH:31][C:32](B4OC(C)(C)C(C)(C)O4)=[CH:33][C:12]=3[N:11]=2)=[CH:6][CH:5]=1.[OH-].[Na+].Cl.C1C[O:50][CH2:49][CH2:48]1.CO>>[C:49]([C:32]1[CH:31]=[CH:30][C:13]2[N:14]([CH3:29])[C:15]3[C:16]([C:10]([C:7]4[CH:8]=[CH:9][C:4]([C:3]([OH:2])=[O:43])=[CH:5][CH:6]=4)=[N:11][C:12]=2[CH:33]=1)=[CH:17][C:18]1[C:19]([CH3:27])([CH3:28])[CH2:20][CH2:21][C:22]([CH3:25])([CH3:26])[C:23]=1[CH:24]=3)(=[O:50])[CH3:48] |f:1.2,4.5|. Procedure: A solution of 4-[5,7,7,10,10-pentamethyl-2-(4,4,5,5-tetramethyl-[1,3,2]dioxa-borolan-2-yl)-7,8,9,10-tetrahydro-5H-5,13diazabenzo[4,5]cyclohepta[1,2-b]naphthalen-12-yl]benzoic acid methyl ester (19) (R4=CH3, Z=H, R5=CH3, 0.90 mmol) in THF/MeOH (3:1, 4 mL) is treated with 1 N NaOH (1 mL) and the mixture is stirred for 12 h. The mixture is poured into 1 N HCl and extracted with EtOAc. The extract is washed with brine, dried over MgSO4 and evaporated in vacuo. The resulting solids are collected by f...